From a dataset of the Open Reaction Database (ORD), a public repository of structured organic reaction records. describe an organic reaction: reactants, conditions, products, and yield Reactants: C1(CCCCC1)N(C(=O)NC=1SC(=CN1)SC#N)C1CCCCC1 (1,1-dicyclohexyl-3-(5-thiocyanato-thiazol-2-yl)-urea), C([C@H](S)[C@H](S)CO)O (dithio-erythritol), ClCCN1CCOCC1 (N-(2-chloroethyl)-morpholine). Product: C1(CCCCC1)N(C(=O)NC=1SC(=CN1)SCCN1CCOCC1)C1CCCCC1 (1,1-Dicyclohexyl-3-[5-(2-morpholin-4-yl-ethylsulfanyl)-thiazol-2-yl]-urea). Reaction SMILES: [CH:1]1([N:7]([CH:19]2[CH2:24][CH2:23][CH2:22][CH2:21][CH2:20]2)[C:8]([NH:10][C:11]2[S:12][C:13]([S:16]C#N)=[CH:14][N:15]=2)=[O:9])[CH2:6][CH2:5][CH2:4][CH2:3][CH2:2]1.C(O)[C@@H]([C@@H](CO)S)S.Cl[CH2:34][CH2:35][N:36]1[CH2:41][CH2:40][O:39][CH2:38][CH2:37]1>>[CH:19]1([N:7]([CH:1]2[CH2:6][CH2:5][CH2:4][CH2:3][CH2:2]2)[C:8]([NH:10][C:11]2[S:12][C:13]([S:16][CH2:34][CH2:35][N:36]3[CH2:41][CH2:40][O:39][CH2:38][CH2:37]3)=[CH:14][N:15]=2)=[O:9])[CH2:24][CH2:23][CH2:22][CH2:21][CH2:20]1. Procedure: Prepared as described in general procedure (H) using 1,1-dicyclohexyl-3-(5-thiocyanato-thiazol-2-yl)-urea, dithio-erythritol and N-(2-chloroethyl)-morpholine Reactants: CCO, CNC(=O)c1cc(C2=CCC3(CC2)OCCO3)ccc1N. Yields the product CNC(=O)c1cc(C2CCC3(CC2)OCCO3)ccc1N. As a reaction SMILES: [CH3:22][CH2:23][OH:24].[NH2:1][c:2]1[c:3]([C:4](=[O:5])[NH:6][CH3:7])[cH:8][c:9]([C:12]2=[CH:13][CH2:14][C:15]3([O:16][CH2:17][CH2:18][O:19]3)[CH2:20][CH2:21]2)[cH:10][cH:11]1>>[NH2:1][c:2]1[c:3]([C:4](=[O:5])[NH:6][CH3:7])[cH:8][c:9]([CH:12]2[CH2:13][CH2:14][C:15]3([O:16][CH2:17][CH2:18][O:19]3)[CH2:20][CH2:21]2)[cH:10][cH:11]1. Reactants: O=C([O-])O, CCN(CC)S(F)(F)F, CCNC(=O)c1ccc(-n2cc(C(=O)NC3CC3)nn2)c(OCCCCCCO)c1, ClCCl, [Na+]. Product: CCNC(=O)c1ccc(-n2cc(C(=O)NC3CC3)nn2)c(OCCCCCCF)c1. Reaction SMILES: [C:40](=[O:41])([O-:42])[OH:43].[CH2:31]([N:32]([S:33]([F:34])([F:35])[F:37])[CH2:36][CH3:38])[CH3:39].[CH:1]1([NH:4][C:5](=[O:6])[c:7]2[n:8][n:9][n:10](-[c:12]3[c:13]([O:23][CH2:24][CH2:25][CH2:26][CH2:27][CH2:28][CH2:29][OH:30])[cH:14][c:15]([C:18](=[O:19])[NH:20][CH2:21][CH3:22])[cH:16][cH:17]3)[cH:11]2)[CH2:2][CH2:3]1.[Cl:45][CH2:46][Cl:47].[Na+:44]>>[CH:1]1([NH:4][C:5](=[O:6])[c:7]2[n:8][n:9][n:10](-[c:12]3[c:13]([O:23][CH2:24][CH2:25][CH2:26][CH2:27][CH2:28][CH2:29][F:37])[cH:14][c:15]([C:18](=[O:19])[NH:20][CH2:21][CH3:22])[cH:16][cH:17]3)[cH:11]2)[CH2:2][CH2:3]1. Reactants: Cc1cc(CCCCCBr)on1, CC#N, [K+], [OH-], Oc1ccc(-c2ccco2)cc1. Yields the product Cc1cc(CCCCCOc2ccc(-c3ccco3)cc2)on1. As a reaction SMILES: [Br:13][CH2:14][CH2:15][CH2:16][CH2:17][CH2:18][c:19]1[cH:20][c:21]([CH3:24])[n:22][o:23]1.[CH3:27][C:28]#[N:29].[K+:26].[OH-:25].[o:1]1[c:2](-[c:6]2[cH:7][cH:8][c:9]([OH:12])[cH:10][cH:11]2)[cH:3][cH:4][cH:5]1>>[o:1]1[c:2](-[c:6]2[cH:7][cH:8][c:9]([O:12][CH2:14][CH2:15][CH2:16][CH2:17][CH2:18][c:19]3[cH:20][c:21]([CH3:24])[n:22][o:23]3)[cH:10][cH:11]2)[cH:3][cH:4][cH:5]1. The reactants are Cc1ccccc1, C[S-], Cc1nc(Cl)nc(Cl)n1, [Na+], O. The product is CSc1nc(C)nc(Cl)n1. RXN SMILES: [CH3:13][c:14]1[cH:15][cH:16][cH:17][cH:18][cH:19]1.[CH3:1][S-:2].[Cl:4][c:5]1[n:6][c:7]([CH3:12])[n:8][c:9]([Cl:11])[n:10]1.[Na+:3].[OH2:20]>>[CH3:1][S:2][c:9]1[n:8][c:7]([CH3:12])[n:6][c:5]([Cl:4])[n:10]1. Starting materials: C(C1=CC=CC=C1)[C@H]1N(CC[C@@H](C1)N(C(C(F)(F)F)=O)CC1=CC=NC2=CC=CC=C12)CC(C1=CC=CC=C1)C1=CC=CC=C1 ((2R*,4S*)-2-benzyl-1-(2,2-diphenylethyl)-N-(4-quinolylmethyl)-N-trifluoroacetyl-4-piperidinamine), [BH4-].[Na+] (sodium borohydride). Product: C(C1=CC=CC=C1)[C@H]1N(CC[C@@H](C1)NCC1=CC=NC2=CC=CC=C12)CC(C1=CC=CC=C1)C1=CC=CC=C1 ((2R*,4S*)-2-benzyl-1-(2,2-diphenylethyl)-N-(4-quinolylmethyl)-4-piperidinamine). As a reaction SMILES: [CH2:1]([C@@H:8]1[CH2:13][C@@H:12]([N:14]([CH2:21][C:22]2[C:31]3[C:26](=[CH:27][CH:28]=[CH:29][CH:30]=3)[N:25]=[CH:24][CH:23]=2)C(=O)C(F)(F)F)[CH2:11][CH2:10][N:9]1[CH2:32][CH:33]([C:40]1[CH:45]=[CH:44][CH:43]=[CH:42][CH:41]=1)[C:34]1[CH:39]=[CH:38][CH:37]=[CH:36][CH:35]=1)[C:2]1[CH:7]=[CH:6][CH:5]=[CH:4][CH:3]=1.[BH4-].[Na+]>>[CH2:1]([C@@H:8]1[CH2:13][C@@H:12]([NH:14][CH2:21][C:22]2[C:31]3[C:26](=[CH:27][CH:28]=[CH:29][CH:30]=3)[N:25]=[CH:24][CH:23]=2)[CH2:11][CH2:10][N:9]1[CH2:32][CH:33]([C:34]1[CH:39]=[CH:38][CH:37]=[CH:36][CH:35]=1)[C:40]1[CH:41]=[CH:42][CH:43]=[CH:44][CH:45]=1)[C:2]1[CH:3]=[CH:4][CH:5]=[CH:6][CH:7]=1 |f:1.2|. Reported procedure: 170 mg (0.280 mmol) of (2R*,4S*)-2-benzyl-1-(2,2-diphenylethyl)-N-(4-quinolylmethyl)-N-trifluoroacetyl-4-piperidinamine are reacted with 42 mg (1.12 mmol) of sodium borohydride in analogy to Example 2. The title compound ##STR41## is obtained as white foam. TLC: methylene chloride/methanol/conc. ammonia (1000:50:1) Rf =0.28, FD-MS: M+ =511.